Dataset: the Open Reaction Database (ORD), a public repository of structured organic reaction records. Task: describe an organic reaction: reactants, conditions, products, and yield Reactants: NC1=C(C=C(C=C1)C=1C=C2C(=NC1)N(C=C2C2=C(C=CC=C2)OC)S(=O)(=O)C2=CC=C(C=C2)C)C(=O)N2CCN(CC2)C ({2-amino-5-[3-(2-methoxy-phenyl)-1-(toluene-4-sulfonyl)-1H-pyrrolo[2,3-b]pyridin-5-yl]-phenyl}-(4-methyl-piperazin-1-yl)-methanone), C(C)(C)NC(C)C (di-iso-propylamine), N1CCOCC1 (morpholine), C(=O)(Cl)Cl (Phosgene). Run in ClCCl (dichloromethane). Run at temperature 0 celsius, time 15 hour. Product: COC1=C(C=CC=C1)C1=CN(C2=NC=C(C=C21)C2=CC(=C(C=C2)NC(=O)N2CCOCC2)C(=O)N2CCN(CC2)C)S(=O)(=O)C2=CC=C(C=C2)C (morpholine-4-carboxylic acid [4-[3-(2-methoxy-phenyl)-1-(toluene-4-sulfonyl)-1H-pyrrolo[2,3-b]pyridin-5-yl]-2-(4-methyl-piperazine-1-carbonyl)-phenyl]-amide). Yield: 140.0%. RXN SMILES: [NH2:1][C:2]1[CH:7]=[CH:6][C:5]([C:8]2[CH:9]=[C:10]3[C:16]([C:17]4[CH:22]=[CH:21][CH:20]=[CH:19][C:18]=4[O:23][CH3:24])=[CH:15][N:14]([S:25]([C:28]4[CH:33]=[CH:32][C:31]([CH3:34])=[CH:30][CH:29]=4)(=[O:27])=[O:26])[C:11]3=[N:12][CH:13]=2)=[CH:4][C:3]=1[C:35]([N:37]1[CH2:42][CH2:41][N:40]([CH3:43])[CH2:39][CH2:38]1)=[O:36].C(NC(C)C)(C)C.[C:51](Cl)(Cl)=[O:52].[NH:55]1[CH2:60][CH2:59][O:58][CH2:57][CH2:56]1>ClCCl>[CH3:24][O:23][C:18]1[CH:19]=[CH:20][CH:21]=[CH:22][C:17]=1[C:16]1[C:10]2[C:11](=[N:12][CH:13]=[C:8]([C:5]3[CH:6]=[CH:7][C:2]([NH:1][C:51]([N:55]4[CH2:60][CH2:59][O:58][CH2:57][CH2:56]4)=[O:52])=[C:3]([C:35]([N:37]4[CH2:38][CH2:39][N:40]([CH3:43])[CH2:41][CH2:42]4)=[O:36])[CH:4]=3)[CH:9]=2)[N:14]([S:25]([C:28]2[CH:33]=[CH:32][C:31]([CH3:34])=[CH:30][CH:29]=2)(=[O:27])=[O:26])[CH:15]=1. Procedure: Crude {2-amino-5-[3-(2-methoxy-phenyl)-1-(toluene-4-sulfonyl)-1H-pyrrolo[2,3-b]pyridin-5-yl]-phenyl}-(4-methyl-piperazin-1-yl)-methanone (0.637 mmol) was dissolved in dichloromethane (7.0 mL) with di-iso-propylamine (266 μL, 1.91 mmol) and cooled to 0° C. Phosgene (20% w/v in toluene, 1.0 mL, 1.91 mmol) was added and after 1 minute, morpholine (557 μL, 6.37 mmol) was added rapidly. The mixture was stirred 15 h, washed with brine and dried over sodium sulfate to afford crude morpholine-4-carboxyl... Starting materials: [Br-], C1CCOC1, CON(C)C(=O)c1ccc(-n2ccnc2)nc1, Cl, Fc1ccc(C[Mg+])c(F)c1, Fc1ccc(CBr)c(F)c1, [Mg]. Product: O=C(Cc1ccc(F)cc1F)c1ccc(-n2ccnc2)nc1. As a reaction SMILES: [Br-:18].[CH2:41]1[O:42][CH2:43][CH2:44][CH2:45]1.[CH3:1][O:2][N:3]([C:4](=[O:5])[c:6]1[cH:7][cH:8][c:9](-[n:12]2[cH:13][n:14][cH:15][cH:16]2)[n:10][cH:11]1)[CH3:17].[ClH:40].[F:19][c:20]1[c:21]([CH2:22][Mg+:23])[cH:24][cH:25][c:26]([F:28])[cH:27]1.[F:29][c:30]1[cH:31][c:32]([F:33])[cH:34][cH:35][c:36]1[CH2:37][Br:38].[Mg:39]>>[C:4](=[O:5])([c:6]1[cH:7][cH:8][c:9](-[n:12]2[cH:13][n:14][cH:15][cH:16]2)[n:10][cH:11]1)[CH2:22][c:21]1[c:20]([F:19])[cH:27][c:26]([F:28])[cH:25][cH:24]1. Reactants: [Cl-].[NH4+] (ammonium chloride), Cl.CNC (Dimethylamine hydrochloride), Cl.C(C)N=C=NCCCN(C)C (N-ethyl-N′-(3-dimethylaminopropyl)carbodiimide hydrochloride), OC1=CC=CC=2NN=NC21 (hydroxybenzotriazole), C(C)(C)(C)OC(=O)C1=C(COC2=CC=C(C=C2)C2=CC=C(C=C2)CC(=O)O)C=CC(=C1O)C(F)(F)F ((4′-{[2-(tert-butoxycarbonyl)-3-hydroxy-4-(trifluoromethyl)benzyl]oxy}-1,1′-biphenyl-4-yl)acetic acid). The solvent is C(C)#N (acetonitrile), C(C)N(CC)CC (triethylamine). Conditions: time 10 hour. The product is CN(C(CC1=CC=C(C=C1)C1=CC=C(C=C1)OCC1=CC=C(C(=C1C(=O)OC(C)(C)C)O)C(F)(F)F)=O)C (tert-Butyl 6-[({4′-[2-(dimethylamino)-2-oxoethyl]-1,1′-biphenyl-4-yl}oxy)methyl]-2-hydroxy-3-(trifluoromethyl)benzoate). The yield is 171.3%. As a reaction SMILES: Cl.[CH3:2][NH:3][CH3:4].Cl.C(N=C=NCCCN(C)C)C.OC1C2N=NNC=2C=CC=1.[C:27]([O:31][C:32]([C:34]1[C:57]([OH:58])=[C:56]([C:59]([F:62])([F:61])[F:60])[CH:55]=[CH:54][C:35]=1[CH2:36][O:37][C:38]1[CH:43]=[CH:42][C:41]([C:44]2[CH:49]=[CH:48][C:47]([CH2:50][C:51](O)=[O:52])=[CH:46][CH:45]=2)=[CH:40][CH:39]=1)=[O:33])([CH3:30])([CH3:29])[CH3:28].[Cl-].[NH4+]>C(#N)C.C(N(CC)CC)C>[CH3:2][N:3]([CH3:4])[C:51](=[O:52])[CH2:50][C:47]1[CH:48]=[CH:49][C:44]([C:41]2[CH:42]=[CH:43][C:38]([O:37][CH2:36][C:35]3[C:34]([C:32]([O:31][C:27]([CH3:30])([CH3:29])[CH3:28])=[O:33])=[C:57]([OH:58])[C:56]([C:59]([F:62])([F:61])[F:60])=[CH:55][CH:54]=3)=[CH:39][CH:40]=2)=[CH:45][CH:46]=1 |f:0.1,2.3,6.7|. Procedure: Dimethylamine hydrochloride (41 mg, 0.502 mmol), N-ethyl-N′-(3-dimethylaminopropyl)carbodiimide hydrochloride (96 mg, 0.50 mmol), hydroxybenzotriazole (77 mg, 0.50 mmol) and triethylamine (0.10 ml) were added to a solution of (4′-{[2-(tert-butoxycarbonyl)-3-hydroxy-4-(trifluoromethyl)benzyl]oxy}-1,1′-biphenyl-4-yl)acetic acid (168 mg, 0.334 mmol) obtained in Example (7) in acetonitrile (10 ml). After the mixture was stirred for 10 hours, a saturated aqueous ammonium chloride solution was added t... The reactants are FC=1C=C(C=C(C1)F)CC(=O)N[C@@H](C)C(=O)O (N-(3,5-Difluorophenylacetyl)-L-alanine), N[C@@H]1C(N(CCC2=C1C=CC(=C2)F)CC)=O (1-(S)-amino-3-ethyl-7-fluoro-1,3,4,5-tetrahydro-2H-3-benzazepin-2-one). Yields the product FC=1C=C(C=C(C1)F)CC(=O)N[C@@H](C)C(=O)N[C@@H]1C(N(CCC2=C1C=CC(=C2)F)CC)=O (1-(S)—(N′-(3,5-Difluorophenylacetyl)-L-alaninyl)amino-3-ethyl-7-fluoro-1,3,4,5-tetrahydro-2H-3-benzazepin-2-one). As a reaction SMILES: [F:1][C:2]1[CH:3]=[C:4]([CH2:9][C:10]([NH:12][C@H:13]([C:15]([OH:17])=O)[CH3:14])=[O:11])[CH:5]=[C:6]([F:8])[CH:7]=1.[NH2:18][C@H:19]1[C:25]2[CH:26]=[CH:27][C:28]([F:30])=[CH:29][C:24]=2[CH2:23][CH2:22][N:21]([CH2:31][CH3:32])[C:20]1=[O:33]>>[F:8][C:6]1[CH:5]=[C:4]([CH2:9][C:10]([NH:12][C@H:13]([C:15]([NH:18][C@H:19]2[C:25]3[CH:26]=[CH:27][C:28]([F:30])=[CH:29][C:24]=3[CH2:23][CH2:22][N:21]([CH2:31][CH3:32])[C:20]2=[O:33])=[O:17])[CH3:14])=[O:11])[CH:3]=[C:2]([F:1])[CH:7]=1. Reported procedure: Following General Procedure C above using N-(3,5-difluorophenylacetyl)-L-alanine (Example B) and 1-(S)-amino-3-ethyl-7-fluoro-1,3,4,5-tetrahydro-2H-3-benzazepin-2-one (General Procedure 6-A), the title compound was prepared. Purification was by flash chromatography using 5% methanol/dichloromethane as the eluant. The reactants are C1(CCCCC1)CN (cyclohexanemethylamine), Cl (HCl), ClC=1C=C(C=CC1OC)NC1=NC(=NC(=N1)Cl)Cl ((3-Chloro-4-methoxy-phenyl)-(4,6-dichloro-[1,3,5]triazin-2-yl)-amine), [OH-].[Na+] (NaOH), [OH-].[Na+] (NaOH). The solvent is CC(=O)C (acetone), CC(=O)C (acetone). The product is ClC1=NC(=NC(=N1)NC1=CC(=C(C=C1)OC)Cl)NCC1CCCCC1 (6-Chloro-N-(3-chloro-4-methoxy-phenyl)-N′-cyclohexylmethyl-[1,3,5]triazine-2,4-diamine). Isolated yield 75.9%. Reaction SMILES: [Cl:1][C:2]1[CH:3]=[C:4]([NH:10][C:11]2[N:16]=[C:15](Cl)[N:14]=[C:13]([Cl:18])[N:12]=2)[CH:5]=[CH:6][C:7]=1[O:8][CH3:9].[CH:19]1([CH2:25][NH2:26])[CH2:24][CH2:23][CH2:22][CH2:21][CH2:20]1.[OH-].[Na+].Cl>CC(C)=O>[Cl:18][C:13]1[N:12]=[C:11]([NH:10][C:4]2[CH:5]=[CH:6][C:7]([O:8][CH3:9])=[C:2]([Cl:1])[CH:3]=2)[N:16]=[C:15]([NH:26][CH2:25][CH:19]2[CH2:24][CH2:23][CH2:22][CH2:21][CH2:20]2)[N:14]=1 |f:2.3|. Procedure details: To a sample of 101 (0.3004 g, 1.0 mmol, prepared as indicated herein) dissolved in acetone (4 mL) was added a solution of cyclohexanemethylamine (0.13 mL, 1.0 mmol) in acetone (1 mL) followed by addition of a NaOH solution (0.0448 g, 1.0 mmol dissolved in 1 mL of H2O). The reaction mixture was allowed to stir at reflux for about 3 hours. The reaction mixture was then poured over crushed ice and neutralized with 10% HCl (aq) and 5% NaOH (aq). The resulting solid was collected by vacuum filtration... The reactants are FC(C(=O)O)(F)F (Trifluoroacetic acid), FC1=C(C=CC=C1F)[C@@H]1CC[C@H](C(N(C1)CCS(=O)(=O)C)=O)NC(OC(C)(C)C)=O (tert-butyl (3R,6S)-6-(2,3-difluorophenyl)-1-[2-(methylsulfonyl)ethyl]-2-oxoazepan-3-ylcarbamate). The solvent is ClCCl (dichloromethane). Conditions: time 4 hour. The product is N[C@H]1C(N(C[C@@H](CC1)C1=C(C(=CC=C1)F)F)CCS(=O)(=O)C)=O ((3R,6S)-3-Amino-6-(2,3-difluorophenyl)-1-[2-(methylsulfonyl)ethyl]azepan-2-one). As a reaction SMILES: FC(F)(F)C(O)=O.[F:8][C:9]1[C:14]([F:15])=[CH:13][CH:12]=[CH:11][C:10]=1[C@H:16]1[CH2:22][N:21]([CH2:23][CH2:24][S:25]([CH3:28])(=[O:27])=[O:26])[C:20](=[O:29])[C@H:19]([NH:30]C(=O)OC(C)(C)C)[CH2:18][CH2:17]1>ClCCl>[NH2:30][C@@H:19]1[CH2:18][CH2:17][C@@H:16]([C:10]2[CH:11]=[CH:12][CH:13]=[C:14]([F:15])[C:9]=2[F:8])[CH2:22][N:21]([CH2:23][CH2:24][S:25]([CH3:28])(=[O:26])=[O:27])[C:20]1=[O:29]. Reported procedure: Trifluoroacetic acid (1 mL) was added to a solution of tert-butyl (3R,6S)-6-(2,3-difluorophenyl)-1-[2-(methylsulfonyl)ethyl]-2-oxoazepan-3-ylcarbamate (23.7 mg, 0.053 mmol) in dichloromethane (2 mL). After 4 h, the solution was concentrated. Saturated aqueous sodium bicarbonate solution was added and the mixture was extracted with dichloromethane (3×). The combined organic extracts were washed with saturated brine, dried over magnesium sulfate, filtered and concentrated to give the title compoun...